Dataset: the Open Reaction Database (ORD), a public repository of structured organic reaction records. Task: describe an organic reaction: reactants, conditions, products, and yield The reactants are [BH4-], CCO, O=C(CCC1CCNCC1)c1cc(C2CCCCC2)nc2ccccc12, Cl, [Na+], [Na+], O=S(=O)([O-])[O-], [OH-]. The product is OC(CCC1CCNCC1)c1cc(C2CCCCC2)nc2ccccc12. As a reaction SMILES: [BH4-:30].[CH3:37][CH2:38][OH:39].[CH:2]1([c:8]2[n:9][c:10]3[cH:11][cH:12][cH:13][cH:14][c:15]3[c:16]([C:18]([CH2:19][CH2:20][CH:21]3[CH2:22][CH2:23][NH:24][CH2:25][CH2:26]3)=[O:27])[cH:17]2)[CH2:3][CH2:4][CH2:5][CH2:6][CH2:7]1.[ClH:1].[Na+:29].[Na+:31].[O-:32][S:33](=[O:34])(=[O:35])[O-:36].[OH-:28]>>[CH:2]1([c:8]2[n:9][c:10]3[cH:11][cH:12][cH:13][cH:14][c:15]3[c:16]([CH:18]([CH2:19][CH2:20][CH:21]3[CH2:22][CH2:23][NH:24][CH2:25][CH2:26]3)[OH:27])[cH:17]2)[CH2:3][CH2:4][CH2:5][CH2:6][CH2:7]1.